From a dataset of the Open Reaction Database (ORD), a public repository of structured organic reaction records. describe an organic reaction: reactants, conditions, products, and yield Starting materials: FC1=C(C(=CC=C1)F)N1C(NCC2=C1N=C(N=C2C=2C=C(C(=O)NCCC)C=CC2C)S(=O)C)=O (3-[8-(2,6-difluorophenyl)-2-(methylsulfinyl)-7-oxo-5,6,7,8-tetrahydropyrimido[4,5-d]pyrimidin-4-yl]-4-methyl-N-propylbenzamide), CN(CCCN)C (N,N-dimethyl-1,3-propanediamine), resultant solution. The solvent is C(Cl)Cl (DCM). Product: DCM DCM[90] MeOH[7] NH4OH[3], FC1=C(C(=CC=C1)F)N1C(NCC2=C1N=C(N=C2C=2C=C(C(=O)NCCC)C=CC2C)NCCCN(C)C)=O (3-(8-(2,6-difluorophenyl)-2-{[3-(dimethylamino)propyl]amino}-7-oxo-5,6,7,8-tetrahydropyrimido[4,5-d]pyrimidin-4-yl)-4-methyl-N-propylbenzamide). Isolated yield 77.5%. As a reaction SMILES: [F:1][C:2]1[CH:7]=[CH:6][CH:5]=[C:4]([F:8])[C:3]=1[N:9]1[C:14]2[N:15]=[C:16](S(C)=O)[N:17]=[C:18]([C:19]3[CH:20]=[C:21]([CH:28]=[CH:29][C:30]=3[CH3:31])[C:22]([NH:24][CH2:25][CH2:26][CH3:27])=[O:23])[C:13]=2[CH2:12][NH:11][C:10]1=[O:35].[CH3:36][N:37]([CH3:42])[CH2:38][CH2:39][CH2:40][NH2:41]>C(Cl)Cl>[F:1][C:2]1[CH:7]=[CH:6][CH:5]=[C:4]([F:8])[C:3]=1[N:9]1[C:14]2[N:15]=[C:16]([NH:41][CH2:40][CH2:39][CH2:38][N:37]([CH3:42])[CH3:36])[N:17]=[C:18]([C:19]3[CH:20]=[C:21]([CH:28]=[CH:29][C:30]=3[CH3:31])[C:22]([NH:24][CH2:25][CH2:26][CH3:27])=[O:23])[C:13]=2[CH2:12][NH:11][C:10]1=[O:35]. Procedure: To a solution of compound 3-[8-(2,6-difluorophenyl)-2-(methylsulfinyl)-7-oxo-5,6,7,8-tetrahydropyrimido[4,5-d]pyrimidin-4-yl]-4-methyl-N-propylbenzamide (30 mg, 0.06 mmol) in DCM (5 mL) was added N,N-dimethyl-1,3-propanediamine (0.036 mL, 0.30 mmol). The resultant solution was stirred at room temperature over night. The result mixture was concentrated. CombiFlash chromatography (mobile phase DCM/DCM[90]+MeOH[7]+NH4OH[3]) provided the title compound as a white solid (25 mg, 77%). LC-MS m/z 552 (M...